Dataset: the Open Reaction Database (ORD), a public repository of structured organic reaction records. Task: describe an organic reaction: reactants, conditions, products, and yield Reactants: solution, C1(CCCCC1)P(C1CCCCC1)C1CCCCC1 (tricyclohexyl phosphine), C(C)(=O)O.[F-].[F-].[F-] (trifluoride acetic acid). The solvent is C(C)OCC (diethylether). The product is C(C)(=O)[O-].[F-].[F-].[F-].C1(CCCCC1)[PH+](C1CCCCC1)C1CCCCC1.C1(CCCCC1)[PH+](C1CCCCC1)C1CCCCC1.C1(CCCCC1)[PH+](C1CCCCC1)C1CCCCC1.C1(CCCCC1)[PH+](C1CCCCC1)C1CCCCC1 (Tricyclohexyl Phosphonium Trifluoride Acetate). Isolated yield 64.4%. Reaction SMILES: [CH:1]1([P:7]([CH:14]2[CH2:19][CH2:18][CH2:17][CH2:16][CH2:15]2)[CH:8]2[CH2:13][CH2:12][CH2:11][CH2:10][CH2:9]2)[CH2:6][CH2:5][CH2:4][CH2:3][CH2:2]1.[C:20]([OH:23])(=[O:22])[CH3:21].[F-:24].[F-].[F-]>C(OCC)C>[C:20]([O-:23])(=[O:22])[CH3:21].[F-:24].[F-:24].[F-:24].[CH:14]1([PH+:7]([CH:1]2[CH2:2][CH2:3][CH2:4][CH2:5][CH2:6]2)[CH:8]2[CH2:13][CH2:12][CH2:11][CH2:10][CH2:9]2)[CH2:15][CH2:16][CH2:17][CH2:18][CH2:19]1.[CH:14]1([PH+:7]([CH:1]2[CH2:2][CH2:3][CH2:4][CH2:5][CH2:6]2)[CH:8]2[CH2:13][CH2:12][CH2:11][CH2:10][CH2:9]2)[CH2:15][CH2:16][CH2:17][CH2:18][CH2:19]1.[CH:14]1([PH+:7]([CH:1]2[CH2:2][CH2:3][CH2:4][CH2:5][CH2:6]2)[CH:8]2[CH2:13][CH2:12][CH2:11][CH2:10][CH2:9]2)[CH2:15][CH2:16][CH2:17][CH2:18][CH2:19]1.[CH:14]1([PH+:7]([CH:1]2[CH2:2][CH2:3][CH2:4][CH2:5][CH2:6]2)[CH:8]2[CH2:13][CH2:12][CH2:11][CH2:10][CH2:9]2)[CH2:15][CH2:16][CH2:17][CH2:18][CH2:19]1 |f:1.2.3.4,6.7.8.9.10.11.12.13|. Reported procedure: To 25 ml of a solution of 12 mmol tricyclohexyl phosphine prepared in diethylether (as in example 2) is added 1.4 g (12 mmol) trifluoride acetic acid. After some time, a crystalline solid is precipitated, which is filtered off, and washed with a little diethylether. 2.4 g (59%) of a colorless solid is obtained. Reactants: C[Si](C)(C)C=[N+]=[N-] (Trimethylsilyldiazomethane), FC1=CC=C(C(=C1C(=O)O)NC1=CC=CC=C1)[N+](=O)[O-] (6-fluoro-3-nitro-2-phenylaminobenzoic acid). Solvent: CO (MeOH), C(Cl)Cl (DCM). Run at time 45 minute. The product is COC(C1=C(C(=CC=C1F)[N+](=O)[O-])NC1=CC=CC=C1)=O (6-Fluoro-3-nitro-2-phenylaminobenzoic acid methyl ester). The yield is 99.9%. As a reaction SMILES: [CH3:1][Si](C=[N+]=[N-])(C)C.[F:8][C:9]1[C:14]([C:15]([OH:17])=[O:16])=[C:13]([NH:18][C:19]2[CH:24]=[CH:23][CH:22]=[CH:21][CH:20]=2)[C:12]([N+:25]([O-:27])=[O:26])=[CH:11][CH:10]=1>CO.C(Cl)Cl>[CH3:1][O:16][C:15](=[O:17])[C:14]1[C:9]([F:8])=[CH:10][CH:11]=[C:12]([N+:25]([O-:27])=[O:26])[C:13]=1[NH:18][C:19]1[CH:24]=[CH:23][CH:22]=[CH:21][CH:20]=1. Procedure details: Trimethylsilyldiazomethane (2M in hexane, 7.24 mL, 14.5 mmol) was added dropwise to a solution of 6-fluoro-3-nitro-2-phenylaminobenzoic acid (2.0 g, 7.24 mmol) in MeOH (5 mL) and DCM (40 mL) at RT. The solution was stirred at RT for 45 min then the volatiles were removed under reduced pressure to afford the title compound (2.1 g, quantitative). 1H NMR (CDCl3, 400 MHz): δ 9.67 (1H, br s), 8.32 (1H, dd, J=9.47, 5.75 Hz), 7.36-7.30 (2H, m), 7.23-7.07 (3H, m), 6.64 (1H, dd, J=9.47, 8.33 Hz), 3.27 (3... Reactants: Br, Br, CC(C)(C)N, CCOC(=O)Nc1c(C)cc(C(=O)CBr)cc1Br, CCOC(=O)Nc1c(C)cc(C(C)=O)cc1Br, CCOC(=O)Nc1c(C)cc(C(=O)CNC(C)(C)C)cc1Br, ClC(Cl)Cl, Cl, N, O. Yields the product CCOC(=O)Nc1c(C)cc(C(O)CNC(C)(C)C)cc1Br, Cl. Reaction SMILES: [Br:1].[BrH:19].[C:38]([NH2:39])([CH3:40])([CH3:41])[CH3:42].[CH2:20]([O:21][C:22]([NH:23][c:24]1[c:25]([Br:26])[cH:27][c:28]([C:29](=[O:30])[CH2:31][Br:32])[cH:33][c:34]1[CH3:35])=[O:36])[CH3:37].[CH2:2]([O:3][C:4]([NH:5][c:6]1[c:7]([Br:8])[cH:9][c:10]([C:11](=[O:12])[CH3:13])[cH:14][c:15]1[CH3:16])=[O:17])[CH3:18].[CH2:43]([CH3:44])[O:45][C:46](=[O:47])[NH:48][c:49]1[c:50]([CH3:64])[cH:51][c:52]([C:56]([CH2:57][NH:58][C:59]([CH3:60])([CH3:61])[CH3:62])=[O:63])[cH:53][c:54]1[Br:55].[CH:67]([Cl:68])([Cl:69])[Cl:70].[ClH:66].[NH3:65].[OH2:71]>>[CH2:43]([CH3:44])[O:45][C:46](=[O:47])[NH:48][c:49]1[c:50]([CH3:64])[cH:51][c:52]([CH:56]([CH2:57][NH:58][C:59]([CH3:60])([CH3:61])[CH3:62])[OH:63])[cH:53][c:54]1[Br:55].[ClH:66]. The reactants are Cc1ccccc1, C=COC, Cl, Oc1ccccc1O. Product: COC(C)Oc1ccccc1O. As a reaction SMILES: [CH3:14][c:15]1[cH:16][cH:17][cH:18][cH:19][cH:20]1.[CH3:9][O:10][CH:11]=[CH2:12].[ClH:13].[c:1]1([OH:2])[c:3]([OH:4])[cH:5][cH:6][cH:7][cH:8]1>>[c:1]1([O:2][CH:11]([O:10][CH3:9])[CH3:12])[c:3]([OH:4])[cH:5][cH:6][cH:7][cH:8]1. Reactants: [OH-].[Na+] (sodium hydroxide), ClC=1C(=NN(C1C(=O)OCC)C)C1(CC1)Cl (ethyl 4-chloro-3-(1-chlorocyclopropyl)-1-methyl-1H-pyrazole-5-carboxylate), Cl (hydrochloric acid). Solvent: C(C)O (ethanol). Reaction conditions: time 16 hour. Yields the product ClC=1C(=NN(C1C(=O)O)C)C1(CC1)Cl (4-Chloro-3-(1-chlorocyclopropyl)-1-methyl-1H-pyrazole-5-carboxylic acid). Reaction SMILES: [Cl:1][C:2]1[C:3]([C:13]2([Cl:16])[CH2:15][CH2:14]2)=[N:4][N:5]([CH3:12])[C:6]=1[C:7]([O:9]CC)=[O:8].[OH-].[Na+].Cl>C(O)C>[Cl:1][C:2]1[C:3]([C:13]2([Cl:16])[CH2:14][CH2:15]2)=[N:4][N:5]([CH3:12])[C:6]=1[C:7]([OH:9])=[O:8] |f:1.2|. Reported procedure: 517 mg (1.76 mmol) of ethyl 4-chloro-3-(1-chlorocyclopropyl)-1-methyl-1H-pyrazole-5-carboxylate (purity 89%) are dissolved in 10 ml of ethanol p.a. 3.5 ml (3.5 mmol) of 1 N aqueous sodium hydroxide solution are then added to the solution, and the mixture is stirred at room temperature for 16 h. The reaction mixture is acidified by addition of 1 N hydrochloric acid. The aqueous phase is extracted twice with ethyl acetate. The combined organic phases are washed with saturated sodium chloride solut...